The task is: describe an organic reaction: reactants, conditions, products, and yield. This data is from the Open Reaction Database (ORD), a public repository of structured organic reaction records. The reactants are C1(=CC=CC=C1)CC#N (phenylacetonitrile), NC1=NC=C(C(=N1)N)C=O (2,4-diamino-5-pyrimidinecarboxaldehyde). The product is C1(=CC=CC=C1)C1=CC2=C(N=C(N=C2)N)N=C1N (6-Phenyl-pyrido[2,3-d]pyrimidine-2,7-diamine). Reaction SMILES: [C:1]1([CH2:7][C:8]#[N:9])[CH:6]=[CH:5][CH:4]=[CH:3][CH:2]=1.[NH2:10][C:11]1[N:16]=[C:15]([NH2:17])[C:14]([CH:18]=O)=[CH:13][N:12]=1>>[C:1]1([C:7]2[C:8]([NH2:9])=[N:17][C:15]3[N:16]=[C:11]([NH2:10])[N:12]=[CH:13][C:14]=3[CH:18]=2)[CH:6]=[CH:5][CH:4]=[CH:3][CH:2]=1. Procedure details: Following the procedure of Example 1, phenylacetonitrile was reacted with 2,4-diamino-5-pyrimidinecarboxaldehyde to give the title compound; mp 317°-318° C.